Task: describe an organic reaction: reactants, conditions, products, and yield. Dataset: the Open Reaction Database (ORD), a public repository of structured organic reaction records Reactants: C(C)OC(=O)Cl (chloroformic acid ethyl ester), C(C)(C)N(N)C#N (1-isopropyl-1-cyanohydrazine), [OH-].[Na+] (sodium hydroxide), C(C)S (ethyl mercaptan). Run in O (water). The product is C(C)(C)N1N=C(N=C1SCC)O (1-isopropyl-3-hydroxy-5-ethylthio-1,2,4-triazole). Reaction SMILES: [CH:1]([N:4]([C:6]#[N:7])[NH2:5])([CH3:3])[CH3:2].[OH-].[Na+].[CH2:10]([SH:12])[CH3:11].[CH2:13]([O:15]C(Cl)=O)C>O>[CH:1]([N:4]1[C:6]([S:12][CH2:10][CH3:11])=[N:7][C:13]([OH:15])=[N:5]1)([CH3:3])[CH3:2] |f:1.2|. Procedure details: 19.8 g (0.2 mole) of 1-isopropyl-1-cyanohydrazine is added dropwise to a solution of 8.0 g (0.2 mole) of sodium hydroxide and 12.4 g (0.2 mole) of ethyl mercaptan in 150 ml of water, whereby a slightly exothermic reaction occurs. An addition is then made dropwise, at 20° to 25° C, of 21.7 g (0.2 mole) of chloroformic acid ethyl ester, and the reaction mixture is subsequently refluxed for 11/2 hours. On cooling of the reaction mixture to room temperature, there is precipitated an oil. The reactio... Starting materials: BrC1=C2C=CC(=CC2=CC=C1OCC#N)CN(C(=O)C=1OC2=C(C1CCCC)C=CC=C2)C (3-butyl-benzofuran-2-carboxylic acid (5-bromo-6-cyanomethoxy-naphthalen-2-ylmethyl)-methyl-amide), [N-]=[N+]=[N-].[Na+] (sodium azide), [OH-].[Na+] (NaOH), [N-]=[N+]=[N-].[Na+] (sodium azide), [Cl-].[NH4+] (ammonium chloride). The solvent is O (water), CN(C)C=O (DMF). Reaction conditions: temperature 100 celsius, time 5 hour. The product is BrC1=C2C=CC(=CC2=CC=C1OCC1=NN=NN1)CN(C(=O)C=1OC2=C(C1CCCC)C=CC=C2)C (3-Butyl-benzofuran-2-carboxylic acid [5-bromo-6-(1H-tetrazol-5-ylmethoxy)-naphthalen-2-ylmethyl]-methyl-amide). The yield is 56.6%. As a reaction SMILES: [Br:1][C:2]1[C:11]([O:12][CH2:13][C:14]#[N:15])=[CH:10][CH:9]=[C:8]2[C:3]=1[CH:4]=[CH:5][C:6]([CH2:16][N:17]([CH3:33])[C:18]([C:20]1[O:21][C:22]3[CH:32]=[CH:31][CH:30]=[CH:29][C:23]=3[C:24]=1[CH2:25][CH2:26][CH2:27][CH3:28])=[O:19])=[CH:7]2.[N-:34]=[N+:35]=[N-:36].[Na+].[Cl-].[NH4+].[OH-].[Na+]>CN(C=O)C.O>[Br:1][C:2]1[C:11]([O:12][CH2:13][C:14]2[NH:36][N:35]=[N:34][N:15]=2)=[CH:10][CH:9]=[C:8]2[C:3]=1[CH:4]=[CH:5][C:6]([CH2:16][N:17]([CH3:33])[C:18]([C:20]1[O:21][C:22]3[CH:32]=[CH:31][CH:30]=[CH:29][C:23]=3[C:24]=1[CH2:25][CH2:26][CH2:27][CH3:28])=[O:19])=[CH:7]2 |f:1.2,3.4,5.6|. Procedure details: A mixture of 3-butyl-benzofuran-2-carboxylic acid (5-bromo-6-cyanomethoxy-naphthalen-2-ylmethyl)-methyl-amide (1.90 g, 3.77 mmol), prepared in the previous step, sodium azide (735 mg, 11.3 mmol) and ammonium chloride (607 mg, 11.3 mmol) in 50 mL of DMF was stirred under nitrogen at 100° C. for 5 h. By TLC starting material remained. An additional 732 mg (11.3 mmol) of sodium azide was added and the stirring continued at 100° C. for 2 h. The reaction was diluted with 50 mL of water, made basic by... Reactants: BrCCCCCC(C#N)(SC1=NC=CC=C1)C1=CC(=C(C=C1)OC)OC (7-Bromo-2-(3,4-dimethoxyphenyl)-2-(2-pyridylthio)heptanonitrile), Cl.COC=1C=C2CCNCC2=CC1OC (6,7-dimethoxy-1,2,3,4-tetrahydroisoquinoline hydrochloride), C(C)(C)N(C(C)C)CC (N,N-diisopropyl ethylamine). Run in C(C)#N (acetonitrile). The product is COC=1C=C(C=CC1OC)C(C#N)(CCCCCN1CC2=CC(=C(C=C2CC1)OC)OC)SC1=NC=CC=C1 (α-(3,4-Dimethoxyphenyl)-3,4-dihydro-6,7-dimethoxy-α-(2-pyridylthio)-2(1H)-isoquinolineheptanonitrile). The yield is 58.4%. RXN SMILES: Br[CH2:2][CH2:3][CH2:4][CH2:5][CH2:6][C:7]([C:17]1[CH:22]=[CH:21][C:20]([O:23][CH3:24])=[C:19]([O:25][CH3:26])[CH:18]=1)([S:10][C:11]1[CH:16]=[CH:15][CH:14]=[CH:13][N:12]=1)[C:8]#[N:9].Cl.[CH3:28][O:29][C:30]1[CH:31]=[C:32]2[C:37](=[CH:38][C:39]=1[O:40][CH3:41])[CH2:36][NH:35][CH2:34][CH2:33]2.C(N(CC)C(C)C)(C)C>C(#N)C>[CH3:26][O:25][C:19]1[CH:18]=[C:17]([C:7]([S:10][C:11]2[CH:16]=[CH:15][CH:14]=[CH:13][N:12]=2)([CH2:6][CH2:5][CH2:4][CH2:3][CH2:2][N:35]2[CH2:34][CH2:33][C:32]3[C:37](=[CH:38][C:39]([O:40][CH3:41])=[C:30]([O:29][CH3:28])[CH:31]=3)[CH2:36]2)[C:8]#[N:9])[CH:22]=[CH:21][C:20]=1[O:23][CH3:24] |f:1.2|. Procedure details: A mixture, under argon, of 1.5 g of product from Example 118, 0.790 g of 6,7-dimethoxy-1,2,3,4-tetrahydroisoquinoline hydrochloride, 7 ml of N,N-diisopropyl ethylamine and 60 ml of acetonitrile is heated at reflux temperature overnight. The reaction is cooled and concentrated in vacuo to give an oil. The oil is purified by chromatography (silica gel: 1 and 2% methyl alcohol/methylene chloride) to give 1.1 g of the desired product as a glassy yellow solid. Reactants: O=C([O-])[O-], CC(C)=O, CCOCC, O=[N+]([O-])c1cc(O)c(Cl)cc1F, CI, [K+], [K+]. Product: COc1cc([N+](=O)[O-])c(F)cc1Cl. RXN SMILES: [C:13](=[O:14])([O-:15])[O-:16].[CH3:21][C:22](=[O:23])[CH3:24].[CH3:25][CH2:26][O:27][CH2:28][CH3:29].[Cl:1][c:2]1[c:3]([OH:12])[cH:4][c:5]([N+:9](=[O:10])[O-:11])[c:6]([F:8])[cH:7]1.[I:19][CH3:20].[K+:17].[K+:18]>>[Cl:1][c:2]1[c:3]([O:12][CH3:13])[cH:4][c:5]([N+:9](=[O:10])[O-:11])[c:6]([F:8])[cH:7]1. The reactants are CC(=O)OC1CSC(Oc2c(C)ccnc2Cl)C(OC(C)=O)C1OC(C)=O, COc1ccc(B(O)O)cc1. Product: COc1ccc(-c2nccc(C)c2OC2SCC(OC(C)=O)C(OC(C)=O)C2OC(C)=O)cc1. As a reaction SMILES: [C:1]([CH3:2])(=[O:3])[O:4][CH:5]1[CH:6]([O:7][c:8]2[c:9]([Cl:15])[n:10][cH:11][cH:12][c:13]2[CH3:14])[S:16][CH2:17][CH:18]([O:24][C:25]([CH3:26])=[O:27])[CH:19]1[O:20][C:21]([CH3:22])=[O:23].[CH3:28][O:29][c:30]1[cH:31][cH:32][c:33]([B:36]([OH:37])[OH:38])[cH:34][cH:35]1>>[C:1]([CH3:2])(=[O:3])[O:4][CH:5]1[CH:6]([O:7][c:8]2[c:9](-[c:33]3[cH:32][cH:31][c:30]([O:29][CH3:28])[cH:35][cH:34]3)[n:10][cH:11][cH:12][c:13]2[CH3:14])[S:16][CH2:17][CH:18]([O:24][C:25]([CH3:26])=[O:27])[CH:19]1[O:20][C:21]([CH3:22])=[O:23].